From a dataset of the Open Reaction Database (ORD), a public repository of structured organic reaction records. describe an organic reaction: reactants, conditions, products, and yield The reactants are BrC=1C=C2C(=C(C=NC2=CC1)C(C)=O)Cl (1-(6-bromo-4-chloroquinolin-3-yl)ethanone), CN1CCC(CC1)N1N=CC(=C1)N (1-(1-methylpiperidin-4-yl)-1H-pyrazol-4-amine). Product: BrC=1C=C2C(=C(C=NC2=CC1)C(C)=O)NC=1C=NN(C1)C1CCN(CC1)C (1-(6-bromo-4-((1-(1-methylpiperidin-4-yl)-1H-pyrazol-4-yl)amino)quinolin-3-yl)ethanone). The yield is 52.1%. As a reaction SMILES: [Br:1][C:2]1[CH:3]=[C:4]2[C:9](=[CH:10][CH:11]=1)[N:8]=[CH:7][C:6]([C:12](=[O:14])[CH3:13])=[C:5]2Cl.[CH3:16][N:17]1[CH2:22][CH2:21][CH:20]([N:23]2[CH:27]=[C:26]([NH2:28])[CH:25]=[N:24]2)[CH2:19][CH2:18]1>>[Br:1][C:2]1[CH:3]=[C:4]2[C:9](=[CH:10][CH:11]=1)[N:8]=[CH:7][C:6]([C:12](=[O:14])[CH3:13])=[C:5]2[NH:28][C:26]1[CH:25]=[N:24][N:23]([CH:20]2[CH2:21][CH2:22][N:17]([CH3:16])[CH2:18][CH2:19]2)[CH:27]=1. Reported procedure: Following general procedure C, 1-(6-bromo-4-chloroquinolin-3-yl)ethanone (285 mg, 1.0 mmol) was reacted with 1-(1-methylpiperidin-4-yl)-1H-pyrazol-4-amine (0.30 g, 1.66 mmol) to afford the desired product (223 mg, 52%) as a light yellow solid. ESI MS m/z 428 [C20H22BrN5O+H]+ Starting materials: O (water), ClC=1C=C(C(=CC1OC1=CC=C(C=C1)F)N)N (4-chloro-5-(4-fluorophenoxy)benzene-1,2-diamine), FC(C(C(C(=O)O)(F)F)(F)F)(F)F (heptafluorobutanoic acid), C([O-])(O)=O.[Na+] (sodium bicarbonate). Yields the product ClC1=CC2=C(NC(=N2)C(C(C(F)(F)F)(F)F)(F)F)C=C1OC1=CC=C(C=C1)F (5-chloro-6-(4-fluorophenoxy)-2-(heptafluoropropyl)-1H-1,3-benzodiazole). The yield is 2.0%. RXN SMILES: [Cl:1][C:2]1[CH:3]=[C:4]([NH2:17])[C:5]([NH2:16])=[CH:6][C:7]=1[O:8][C:9]1[CH:14]=[CH:13][C:12]([F:15])=[CH:11][CH:10]=1.O.C(=O)(O)[O-].[Na+].[F:24][C:25]([F:36])([F:35])[C:26]([F:34])([F:33])[C:27]([F:32])([F:31])[C:28](O)=O>>[Cl:1][C:2]1[C:7]([O:8][C:9]2[CH:10]=[CH:11][C:12]([F:15])=[CH:13][CH:14]=2)=[CH:6][C:5]2[NH:16][C:28]([C:27]([F:31])([F:32])[C:26]([F:33])([F:34])[C:25]([F:36])([F:35])[F:24])=[N:17][C:4]=2[CH:3]=1 |f:2.3|. Procedure: A solution of 4-chloro-5-(4-fluorophenoxy)benzene-1,2-diamine (400 mg, 1.58 mmol) in heptafluorobutanoic acid (3 ml) was stirred overnight at 110° C. in an oil bath. The solution was poured into water (150 ml), adjusted pH to 8 with saturated aqueous sodium bicarbonate and extracted with ethyl acetate (3×100 ml). The combined organic layers were concentrated under vacuum to give a residue, which was purified by a silica gel column with 10% ethyl acetate in petroleum ether to produce 5-chloro-6-(... Reactants: ClC1=CC=C(C=C1)C=1N=C2N(C=CC=C2)C1CC(=O)NN (2-(2-(4-chlorophenyl)imidazo[1,2-a]pyridin-3-yl)acetohydrazide), Cl.N1=C(C=CC=C1)C(N)=N (picolinimidamide hydrochloride), C(=O)(O)[O-].[Na+] (NaHCO3). The solvent is CN(C)C=O (DMF). Reaction conditions: temperature 120 celsius. Yields the product ClC1=CC=C(C=C1)C=1N=C2N(C=CC=C2)C1CC1=NN=C(N1)C1=NC=CC=C1 (2-(4-chlorophenyl)-3-((5-(pyridin-2-yl)-4H-1,2,4-triazol-3-yl)methyl)imidazo[1,2-a]pyridine). Reaction SMILES: [Cl:1][C:2]1[CH:7]=[CH:6][C:5]([C:8]2[N:9]=[C:10]3[CH:15]=[CH:14][CH:13]=[CH:12][N:11]3[C:16]=2[CH2:17][C:18]([NH:20][NH2:21])=O)=[CH:4][CH:3]=1.Cl.[N:23]1[CH:28]=[CH:27][CH:26]=[CH:25][C:24]=1[C:29](=N)[NH2:30].C([O-])(O)=O.[Na+]>CN(C=O)C>[Cl:1][C:2]1[CH:7]=[CH:6][C:5]([C:8]2[N:9]=[C:10]3[CH:15]=[CH:14][CH:13]=[CH:12][N:11]3[C:16]=2[CH2:17][C:18]2[NH:30][C:29]([C:24]3[CH:25]=[CH:26][CH:27]=[CH:28][N:23]=3)=[N:21][N:20]=2)=[CH:4][CH:3]=1 |f:1.2,3.4|. Procedure details: A mixture of 2-(2-(4-chlorophenyl)imidazo[1,2-a]pyridin-3-yl)acetohydrazide (0.55 mmol, 1.0 eq) in DMF (1-2 ml) and picolinimidamide hydrochloride (1.5 eq) was heated at 120° C. for 3 h. The mixture was cooled to rt, treated with sat. NaHCO3 (5 ml), extracted with CH2Cl2 (10 ml). The organic solution was dried with Na2SO4, evaporated under vacuum. The crude product was purified by HPLC. M/e+ 387 for C21H16ClN6 (M+H)+; 1H-NMR (400 MHz, CD3OD) δ 9.11 (d, J=1.4 Hz, 1H), 8.56 (d, J=3.7 Hz, 1H), 8.36... Reactants: CC(C)(C)OC(=O)NCCCN1CCC(c2ccccc2C#N)CC1, CCOC(C)=O, Cl. Product: Cl, N#Cc1ccccc1C1CCN(CCCN)CC1. RXN SMILES: [C:1]([O:2][C:3](=[O:4])[NH:8][CH2:9][CH2:10][CH2:11][N:12]1[CH2:13][CH2:14][CH:15]([c:18]2[c:19]([C:20]#[N:21])[cH:22][cH:23][cH:24][cH:25]2)[CH2:16][CH2:17]1)([CH3:5])([CH3:6])[CH3:7].[CH3:27][CH2:28][O:29][C:30](=[O:31])[CH3:32].[ClH:26]>>[ClH:26].[NH2:8][CH2:9][CH2:10][CH2:11][N:12]1[CH2:13][CH2:14][CH:15]([c:18]2[c:19]([C:20]#[N:21])[cH:22][cH:23][cH:24][cH:25]2)[CH2:16][CH2:17]1. As a reaction SMILES: C([O:5]C(=O)[NH:7][C@H:8]1[CH2:13][CH2:12][CH2:11][CH2:10][C@H:9]1[NH:14][C:15]1[N:16]=[N:17][C:18]([C:30](=[O:32])[NH2:31])=[C:19]([NH:21][C:22]2[CH:27]=[CH:26][CH:25]=[C:24]([CH2:28][CH3:29])[N:23]=2)[CH:20]=1)(C)(C)C.FC(F)(F)C(O)=O.C(=O)(O)[O-].[Na+]>ClCCl>[NH4+:7].[OH-:5].[NH2:7][C@H:8]1[CH2:13][CH2:12][CH2:11][CH2:10][C@H:9]1[NH:14][C:15]1[N:16]=[N:17][C:18]([C:30]([NH2:31])=[O:32])=[C:19]([NH:21][C:22]2[CH:27]=[CH:26][CH:25]=[C:24]([CH2:28][CH3:29])[N:23]=2)[CH:20]=1 |f:2.3,5.6|. Run at temperature 0 celsius, time 5 hour. The product is [NH4+].[OH-] (NH4OH), N[C@@H]1[C@@H](CCCC1)NC1=CC(=C(N=N1)C(=O)N)NC1=NC(=CC=C1)CC (6-((1R,2S)-2-amino-cyclohexylamino)-4-(6-ethyl-pyridin-2-ylamino)-pyridazine-3-carboxylic acid amide). Yield: 101.2%. Solvent: ClCCl (dichloromethane). Procedure details: {(1S,2R)-2-[6-Carbamoyl-5-(6-ethyl-pyridin-2-ylamino)-pyridazin-3-ylamino]-cyclohexyl}-carbamic acid tert-butyl ester (167 mg, 0.367 mmol) was dissolved in dichloromethane (4 mL) then cooled to 0° C. Trifluoroacetic acid (2 mL, 26 mmol) was added drop-wise then the reaction mixture was warmed to 25° C. After 5 h, the mixture was cooled in an ice bath and neutralized with sodium bicarbonate solution. The mixture was extracted with ethyl acetate, and the combined organic layers washed with brine, ... Reactants: C(C)(C)(C)OC(N[C@@H]1[C@@H](CCCC1)NC=1N=NC(=C(C1)NC1=NC(=CC=C1)CC)C(N)=O)=O ({(1S,2R)-2-[6-Carbamoyl-5-(6-ethyl-pyridin-2-ylamino)-pyridazin-3-ylamino]-cyclohexyl}-carbamic acid tert-butyl ester), C([O-])(O)=O.[Na+] (sodium bicarbonate), FC(C(=O)O)(F)F (Trifluoroacetic acid). Starting materials: C(C)C(CCBr)=CCCC1=CC(=C(C=C1)OC)OC (3-ethyl-6-(3,4-dimethoxyphenyl)-3-hexenyl bromide), [I-].[Na+] (sodium iodide). The solvent is CC(=O)C (acetone). The product is C(C)C(CCI)=CCCC1=CC(=C(C=C1)OC)OC (3-Ethyl-6-(3,4-dimethoxyphenyl)-3-hexenyl iodide). RXN SMILES: [CH2:1]([C:3](=[CH:7][CH2:8][CH2:9][C:10]1[CH:15]=[CH:14][C:13]([O:16][CH3:17])=[C:12]([O:18][CH3:19])[CH:11]=1)[CH2:4][CH2:5]Br)[CH3:2].[I-:20].[Na+]>CC(C)=O>[CH2:1]([C:3](=[CH:7][CH2:8][CH2:9][C:10]1[CH:15]=[CH:14][C:13]([O:16][CH3:17])=[C:12]([O:18][CH3:19])[CH:11]=1)[CH2:4][CH2:5][I:20])[CH3:2] |f:1.2|. Procedure: 3-Ethyl-6-(3,4-dimethoxyphenyl)-3-hexenyl iodide [VI; Ar is 3,4-(CH3O)2C6H3, R is C2H5 ] was prepared from 13.8 g. of 3-ethyl-6-(3,4-dimethoxyphenyl)-3-hexenyl bromide (Preparation C4) and 9 g. of sodium iodide in 120 ml. of acetone, to give 15 g. of product as an oil.